The task is: describe an organic reaction: reactants, conditions, products, and yield. This data is from the Open Reaction Database (ORD), a public repository of structured organic reaction records. Starting materials: solution, CC(C)C[AlH]CC(C)C (DIBAH), COC(C1=CC(=NC(=C1)C)Br)=O (2-bromo-6-methyl-isonicotinic acid methyl ester). Solvent: C(Cl)Cl (CH2Cl2), C(Cl)Cl (CH2Cl2). Reaction conditions: time 12 hour. Yields the product BrC1=NC(=CC(=C1)CO)C ((2-bromo-6-methyl-pyridin-4-yl)-methanol). As a reaction SMILES: C[O:2][C:3](=O)[C:4]1[CH:9]=[C:8]([CH3:10])[N:7]=[C:6]([Br:11])[CH:5]=1.CC(C[AlH]CC(C)C)C>C(Cl)Cl>[Br:11][C:6]1[CH:5]=[C:4]([CH2:3][OH:2])[CH:9]=[C:8]([CH3:10])[N:7]=1. Reported procedure: To a chilled (−78° C.) solution of 2-bromo-6-methyl-isonicotinic acid methyl ester (1.90 g, 8.26 mmol) in CH2Cl2 (200 mL) was added a 1 M solution of DIBAH (24.8 mL, 24.8 mmol) in CH2Cl2. The mixture was allowed to warm to room temperature. After 12 hours, the reaction was quenched with saturated aqueous sodium bicarbonate (100 mL). After 5 hours, phases were separated and the aqueous layer was extracted with CH2Cl2 (3×100 mL). The combined organic layers were washed with brine (100 mL), dried o... Starting materials: O=C1c2ccccc2C(=O)N1C1CCCNC1, CN(C)C(=O)Cl, CN(C)C(=O)N1CCCC(N2C(=O)c3ccccc3C2=O)C1, NN, O. The product is CN(C)C(=O)N1CCCC(N)C1. As a reaction SMILES: [C:1]1(=[O:2])[N:3]([CH:4]2[CH2:5][CH2:6][CH2:7][NH:8][CH2:9]2)[C:10](=[O:11])[c:12]2[cH:13][cH:14][cH:15][cH:16][c:17]21.[CH3:18][N:19]([CH3:20])[C:21]([Cl:22])=[O:23].[CH3:24][N:25]([C:26](=[O:27])[N:28]1[CH2:29][CH:30]([N:34]2[C:35](=[O:36])[c:37]3[cH:38][cH:39][cH:40][cH:41][c:42]3[C:43]2=[O:44])[CH2:31][CH2:32][CH2:33]1)[CH3:45].[NH2:47][NH2:48].[OH2:46]>>[CH3:24][N:25]([C:26](=[O:27])[N:28]1[CH2:29][CH:30]([NH2:34])[CH2:31][CH2:32][CH2:33]1)[CH3:45]. The reactants are CO (methanol), [F-].C(CCC)[N+](CCCC)(CCCC)CCCC.C1CCOC1 (tetrabutylammonium fluoride THF), C1CCOC1 (THF), trimethylsilyl, copolymer. Yields the product C(C(=C)C)(=O)OCCO (2-hydroxyethyl methacrylate). Reaction SMILES: [CH3:1][OH:2].[F-].C([N+](C[CH2:18][CH2:19][CH3:20])(CCCC)CCCC)CCC.[CH2:21]1[CH2:25][O:24]CC1.C1C[O:29]CC1>>[C:1]([O:24][CH2:25][CH2:21][OH:29])(=[O:2])[C:19]([CH3:18])=[CH2:20] |f:1.2.3|. Procedure details: To a stirred solution of 1.74 g (2 ml, 10 mmoles) of MTS and 1 ml of 1 M tris(dimethylamino)sulfonium difluorotrimethylsilicate/acetonitrile in 20 ml of anhydrous THF under argon was added dropwise a mixture of 5 g (50 mmoles) of MMA and 10.1 g (50 mmoles) of 2-trimethylsiloxyethyl methacrylate (prepared by the reaction of chlorotrimethylsilane with 2-hydroxyethyl methacrylate in the presence of triethylamine). Exothermic copolymerization occurred. After stirring for 1 h at ambient temperature, ... Run at time 3 day. Yields the product FC1=C(C=CC=C1F)[C@@H]1CC[C@H](CC1)CCCCC(=O)OCC (2,3-difluoro-1-[trans-4-(4-ethoxycarbonylbutyl)cyclohexyl]benzene). Procedure: First, 9 g of 2,3-difluoro-1-[trans-4-(4-ethoxycarbonyl-1-butenyl)cyclohexyl]benzene, 0.5 g of 10% Pd--C, and 50 ml of ethyl acetate were placed in a 300 ml autoclave. The mixture was stirred for 3 days under a hydrogen pressure of 30 kg/cm2. A catalyst was filtered away and a filtrate was concentrated. Thereafter, the residue was purified by silica gel column chromatography (eluent: toluene/hexane=1/1) to obtain 7.71 g of 2,3-difluoro-1-[trans-4-(4-ethoxycarbonylbutyl)cyclohexyl]benzene (Y: 85.... The yield is 85.1%. Reaction SMILES: [F:1][C:2]1[C:7]([F:8])=[CH:6][CH:5]=[CH:4][C:3]=1[C@H:9]1[CH2:14][CH2:13][C@H:12]([CH:15]=[CH:16][CH2:17][CH2:18][C:19]([O:21][CH2:22][CH3:23])=[O:20])[CH2:11][CH2:10]1>C(OCC)(=O)C>[F:1][C:2]1[C:7]([F:8])=[CH:6][CH:5]=[CH:4][C:3]=1[C@H:9]1[CH2:10][CH2:11][C@H:12]([CH2:15][CH2:16][CH2:17][CH2:18][C:19]([O:21][CH2:22][CH3:23])=[O:20])[CH2:13][CH2:14]1. The solvent is C(C)(=O)OCC (ethyl acetate). The reactants are FC1=C(C=CC=C1F)[C@@H]1CC[C@H](CC1)C=CCCC(=O)OCC (2,3-difluoro-1-[trans-4-(4-ethoxycarbonyl-1-butenyl)cyclohexyl]benzene), Pd--C. The product is CN1C(CCC=2CC(CCC12)OC(C1=CC=CC=C1)=O)=O (1-methyl-6-benzoyloxy-3,4,5,6,7,8-hexahydro-2(1H)-quinolinone). RXN SMILES: [C:1]([O:9][CH:10]1[CH2:19][CH2:18][C:17]2[NH:16][C:15](=[O:20])[CH2:14][CH2:13][C:12]=2[CH2:11]1)(=[O:8])[C:2]1[CH:7]=[CH:6][CH:5]=[CH:4][CH:3]=1.[CH3:21]I.[H-].[Na+]>O1CCCC1>[CH3:21][N:16]1[C:17]2[CH2:18][CH2:19][CH:10]([O:9][C:1](=[O:8])[C:2]3[CH:3]=[CH:4][CH:5]=[CH:6][CH:7]=3)[CH2:11][C:12]=2[CH2:13][CH2:14][C:15]1=[O:20] |f:2.3|. Procedure: 46.5 g. of the isomer mixture containing about 60 percent of 6-benzoyloxy-3,4,5,6,7,8-hexahydro-1H-quinoline-2-one and 40% of the 3,4,4a,5,6,7-hexahydro isomer were dissolved in 400 ml. of tetrahydrofuran (THF). 80 ml. of methyl iodide were added and the resulting mixture cooled in an ice-water bath. 9.6 g. of sodium hydride (as a 50 percent suspension in mineral oil) were added in portions. After all of the sodium hydride suspension had been added, the cooling bath was removed and the reaction ... Solvent: O1CCCC1 (tetrahydrofuran). Starting materials: C(C1=CC=CC=C1)(=O)OC1CC=2CCC(NC2CC1)=O (6-benzoyloxy-3,4,5,6,7,8-hexahydro-1H-quinoline-2-one), 3,4,4a,5,6,7-hexahydro, [H-].[Na+] (sodium hydride), suspension, CI (methyl iodide), [H-].[Na+] (sodium hydride). Reaction conditions: time 4 hour. The reactants are ice water, CN=C=S (methyl isothiocyanate), FC=1C=CC(=C(C(=O)NC2C(OC3=CC(=C(C=C3C2)S(N)(=O)=O)OC)(C)C)C1)OC (3-(5-fluoro-2-methoxybenzamido)-2,2-dimethyl-7-methoxy-6-sulfamoyl-chroman), C([O-])([O-])=O.[K+].[K+] (potassium carbonate), C (charcoal). Solvent: CS(=O)C (DMSO). Conditions: temperature 80 celsius, time 25 minute. Yields the product FC=1C=CC(=C(C(=O)NC2C(OC3=CC(=C(C=C3C2)S(=O)(=O)NC(=S)NC)OC)(C)C)C1)OC (3-(5-Fluoro-2-methoxybenzamido)-2,2-dimethyl-6-(methylaminothiocarbonylaminosulfonyl)-7-methoxychroman). Reaction SMILES: [CH3:1][N:2]=[C:3]=[S:4].[F:5][C:6]1[CH:7]=[CH:8][C:9]([O:33][CH3:34])=[C:10]([CH:32]=1)[C:11]([NH:13][CH:14]1[CH2:23][C:22]2[C:17](=[CH:18][C:19]([O:28][CH3:29])=[C:20]([S:24](=[O:27])(=[O:26])[NH2:25])[CH:21]=2)[O:16][C:15]1([CH3:31])[CH3:30])=[O:12].C(=O)([O-])[O-].[K+].[K+].C>CS(C)=O>[F:5][C:6]1[CH:7]=[CH:8][C:9]([O:33][CH3:34])=[C:10]([CH:32]=1)[C:11]([NH:13][CH:14]1[CH2:23][C:22]2[C:17](=[CH:18][C:19]([O:28][CH3:29])=[C:20]([S:24]([NH:25][C:3]([NH:2][CH3:1])=[S:4])(=[O:27])=[O:26])[CH:21]=2)[O:16][C:15]1([CH3:31])[CH3:30])=[O:12] |f:2.3.4|. Reported procedure: 0.26 g (3.5 mmol) of methyl isothiocyanate was added to a suspension of 1.1 g (2.5 mmol) of 3-(5-fluoro-2-methoxybenzamido)-2,2-dimethyl-7-methoxy-6-sulfamoyl-chroman and 1.04 g (7.5 mmol) of finely powdered potassium carbonate in 10 ml of DMSO. After the mixture had been stirred at 80° C. for 25 minutes, it was cooled, introduced into ice/water, clarified with charcoal and acidified to pH 1. The precipitate was filtered off with suction and recrystallized from ethanol/DMF. The product had a mel... RXN SMILES: [C:1]([CH3:2])([CH3:3])([CH3:4])[c:5]1[c:6]([OH:11])[cH:7][cH:8][cH:9][cH:10]1.[CH3:12][c:13]1[cH:14][cH:15][n:16][cH:17][cH:18]1.[CH3:22][CH2:23][O:24][CH2:25][CH3:26].[CH3:27][c:28]1[cH:29][cH:30][cH:31][cH:32][cH:33]1.[Sn:19]([Cl:20])[Cl:21]>>[C:1]([CH3:2])([CH3:3])([CH3:4])[c:5]1[c:6]([OH:11])[c:7]([CH:23]=[O:24])[cH:8][cH:9][cH:10]1. Reactants: CC(C)(C)c1ccccc1O, Cc1ccncc1, CCOCC, Cc1ccccc1, Cl[Sn]Cl. Product: CC(C)(C)c1cccc(C=O)c1O. Starting materials: ClC1=C(C=CC=C1)C(C1=C(C=CC(=C1)[N+](=O)[O-])N1C(=NC(=C1CO)C)CN(C)C)=O (2'-chloro-5-nitro-2-[2-[(dimethylamino)methyl]-4-methyl-5-hydroxymethylimidazol-1-yl]benzophenone), N(=NC(=O)OCC)C(=O)OCC (diethyl azodicarboxylate), C1(=CC=CC=C1)P(C1=CC=CC=C1)C1=CC=CC=C1 (triphenylphosphine), C1(C=2C(C(N1)=O)=CC=CC2)=O (phthalimide). Yields the product [N+](=O)([O-])C1=CC(=C(C=C1)N1C(=NC(=C1CN1C(C=2C(C1=O)=CC=CC2)=O)C)CN(C)C)C(C2=C(C=CC=C2)Cl)=O (N-[[1-[4-nitro-2-(o-chlorobenzoyl)phenyl]-2-[(dimethylamino)methyl]-4-methylimidazol-5-yl]methyl]-phthalimide). Reaction SMILES: [Cl:1][C:2]1[CH:7]=[CH:6][CH:5]=[CH:4][C:3]=1[C:8](=[O:30])[C:9]1[CH:14]=[C:13]([N+:15]([O-:17])=[O:16])[CH:12]=[CH:11][C:10]=1[N:18]1[C:22]([CH2:23]O)=[C:21]([CH3:25])[N:20]=[C:19]1[CH2:26][N:27]([CH3:29])[CH3:28].C1(P(C2C=CC=CC=2)C2C=CC=CC=2)C=CC=CC=1.[C:50]1(=[O:60])[NH:54][C:53](=[O:55])[C:52]2=[CH:56][CH:57]=[CH:58][CH:59]=[C:51]12.N(C(OCC)=O)=NC(OCC)=O>>[N+:15]([C:13]1[CH:12]=[CH:11][C:10]([N:18]2[C:22]([CH2:23][N:54]3[C:50](=[O:60])[C:51]4=[CH:59][CH:58]=[CH:57][CH:56]=[C:52]4[C:53]3=[O:55])=[C:21]([CH3:25])[N:20]=[C:19]2[CH2:26][N:27]([CH3:29])[CH3:28])=[C:9]([C:8](=[O:30])[C:3]2[CH:4]=[CH:5][CH:6]=[CH:7][C:2]=2[Cl:1])[CH:14]=1)([O-:17])=[O:16]. Procedure details: In the manner given in Example 3, 2'-chloro-5-nitro-2-[2-[(dimethylamino)methyl]-4-methyl-5-hydroxymethylimidazol-1-yl]benzophenone, triphenylphosphine, phthalimide and thereafter diethyl azodicarboxylate are reacted together to give N-[[1-[4-nitro-2-(o-chlorobenzoyl)phenyl]-2-[(dimethylamino)methyl]-4-methylimidazol-5-yl]methyl]-phthalimide. Reactants: CCOC(=O)CC1OB(O)c2cc(Oc3nccnc3CN)cc(C)c21, C1CCOC1, Cl, [Li+], [OH-], O. The product is Cc1cc(Oc2nccnc2CN)cc2c1C(CC(=O)O)OB2O. Reaction SMILES: [CH2:1]([CH3:2])[O:3][C:4]([CH2:5][CH:6]1[c:7]2[c:8]([cH:12][c:13]([O:17][c:18]3[n:19][cH:20][cH:21][n:22][c:23]3[CH2:24][NH2:25])[cH:14][c:15]2[CH3:16])[B:9]([OH:11])[O:10]1)=[O:26].[CH2:30]1[O:31][CH2:32][CH2:33][CH2:34]1.[ClH:29].[Li+:28].[OH-:27].[OH2:35]>>[O:3]=[C:4]([CH2:5][CH:6]1[c:7]2[c:8]([cH:12][c:13]([O:17][c:18]3[n:19][cH:20][cH:21][n:22][c:23]3[CH2:24][NH2:25])[cH:14][c:15]2[CH3:16])[B:9]([OH:11])[O:10]1)[OH:26]. The reactants are [BH4-], COc1cc2ncnc(Nc3cccc(Cl)c3F)c2cc1C(C)=O, [Na+]. Yields the product COc1cc2ncnc(Nc3cccc(Cl)c3F)c2cc1C(C)O. RXN SMILES: [BH4-:25].[Cl:1][c:2]1[c:3]([F:24])[c:4]([NH:8][c:9]2[n:10][cH:11][n:12][c:13]3[cH:14][c:15]([O:22][CH3:23])[c:16]([C:19]([CH3:20])=[O:21])[cH:17][c:18]23)[cH:5][cH:6][cH:7]1.[Na+:26]>>[Cl:1][c:2]1[c:3]([F:24])[c:4]([NH:8][c:9]2[n:10][cH:11][n:12][c:13]3[cH:14][c:15]([O:22][CH3:23])[c:16]([CH:19]([CH3:20])[OH:21])[cH:17][c:18]23)[cH:5][cH:6][cH:7]1.